This data is from the Open Reaction Database (ORD), a public repository of structured organic reaction records. The task is: describe an organic reaction: reactants, conditions, products, and yield Starting materials: C(C)(C)(C)OC(NC1=C(SC(=C1)C1=CC=C(C=C1)Cl)C(N)=O)=O ([2-Carbamoyl-5-(4-chloro-phenyl)-thiophene-3-yl]-carbamic acid tert butyl ester), C(=O)(C(F)(F)F)O (TFA), C(=O)(O)[O-].[Na+] (NaHCO3), resultant solution. The solvent is C(Cl)Cl (CH2Cl2). Product: NC1=C(SC(=C1)C1=CC=C(C=C1)Cl)C(=O)N (3-Amino-5-(4-chloro-phenyl)-thiophene-2-carboxylic acid amide). As a reaction SMILES: C(OC(=O)[NH:7][C:8]1[CH:12]=[C:11]([C:13]2[CH:18]=[CH:17][C:16]([Cl:19])=[CH:15][CH:14]=2)[S:10][C:9]=1[C:20](=[O:22])[NH2:21])(C)(C)C.C(O)(C(F)(F)F)=O.C([O-])(O)=O.[Na+]>C(Cl)Cl>[NH2:7][C:8]1[CH:12]=[C:11]([C:13]2[CH:14]=[CH:15][C:16]([Cl:19])=[CH:17][CH:18]=2)[S:10][C:9]=1[C:20]([NH2:21])=[O:22] |f:2.3|. Procedure: To a solution of 1c (250 mg, 0.71 mmol) in CH2Cl2 (10 mL) was added TFA (1 mL). The resultant solution was stirred for 1 h, then mixed with saturated NaHCO3 solution (60 mL), and extracted with ethyl acetate (50 mL, 3×). The combined organic phases were dried over MgSO4, filtered, and concentrated. Flash chromatography (hexanes/ethyl acetate, 1:1) then provided compound 1d as a yellow solid: MS (ES) 253 (M+H)+. Reactants: C(C1=CC=CC=C1)OC=1C(=C2NC=3C(=C(C(=C(C3C(C2=CC1)=O)OC)OC)OC)OC)OC (6-benzyloxy-1,2,3,4,5-pentamethoxy-9-acridone), C(=O)([O-])[O-].[K+].[K+] (K2CO3), CI (methyl iodide). Run in CC(=O)C (acetone). The product is C(C1=CC=CC=C1)OC=1C(=C2N(C=3C(=C(C(=C(C3C(C2=CC1)=O)OC)OC)OC)OC)C)OC (6-benzyloxy-10-methyl-1,2,3,4,5-pentamethoxy-9-acridone). Reaction SMILES: [CH2:1]([O:8][C:9]1[C:10]([O:32][CH3:33])=[C:11]2[C:20](=[CH:21][CH:22]=1)[C:19](=[O:23])[C:18]1[C:17]([O:24][CH3:25])=[C:16]([O:26][CH3:27])[C:15]([O:28][CH3:29])=[C:14]([O:30][CH3:31])[C:13]=1[NH:12]2)[C:2]1[CH:7]=[CH:6][CH:5]=[CH:4][CH:3]=1.[C:34]([O-])([O-])=O.[K+].[K+].CI>CC(C)=O>[CH2:1]([O:8][C:9]1[C:10]([O:32][CH3:33])=[C:11]2[C:20](=[CH:21][CH:22]=1)[C:19](=[O:23])[C:18]1[C:17]([O:24][CH3:25])=[C:16]([O:26][CH3:27])[C:15]([O:28][CH3:29])=[C:14]([O:30][CH3:31])[C:13]=1[N:12]2[CH3:34])[C:2]1[CH:3]=[CH:4][CH:5]=[CH:6][CH:7]=1 |f:1.2.3|. Procedure details: A mixture of 6-benzyloxy-1,2,3,4,5-pentamethoxy-9-acridone (2.257 g, 5 mmol), K2CO3 (3.0 g) and methyl iodide (2.128 g, 15 mmol) in acetone (60 ml) was heated under reflux for 20 hours. After cooling to room temperature, the mixture was filtered and washed with acetone. The combined filtrate and washings are evaporated in vacuo to dryness. The residue was dissolved in chloroform (60 ml), and the solution is washed with water (30 ml×3), dried over sodium sulfate, and concentrated to dryness. The ... Starting materials: O (water), C([O-])(O)=O.[Na+] (sodium bicarbonate), ClCC=1N=C(SC1)C1=CSC=C1 (4-chloromethyl-2-(thiophen-3-yl)-1,3-thiazole), NC1=NC(=C(C(=C1C#N)C1=CC=C(C=C1)OCCOC)C#N)S (2-amino-4-[4-(2-methoxyethoxy)phenyl]-6-sulphanyl-pyridine-3,5-dicarbonitrile). Solvent: CN(C)C=O (DMF). Reaction conditions: time 8 hour. The product is NC1=NC(=C(C(=C1C#N)C1=CC=C(C=C1)OCCOC)C#N)S(C)C=1N=C(SC1)C1=CSC=C1 (2-Amino-4-[4-(2-methoxyethoxy)phenyl]-6-[(2-(thiophen-3-yl)-1,3-thiazol-4-yl) -methylsulphanyl]pyridine-3,5-dicarbonitrile). RXN SMILES: [NH2:1][C:2]1[C:7]([C:8]#[N:9])=[C:6]([C:10]2[CH:15]=[CH:14][C:13]([O:16][CH2:17][CH2:18][O:19][CH3:20])=[CH:12][CH:11]=2)[C:5]([C:21]#[N:22])=[C:4]([SH:23])[N:3]=1.[C:24](=O)(O)[O-].[Na+].ClC[C:31]1[N:32]=[C:33]([C:36]2[CH:40]=[CH:39][S:38][CH:37]=2)[S:34][CH:35]=1.O>CN(C=O)C>[NH2:1][C:2]1[C:7]([C:8]#[N:9])=[C:6]([C:10]2[CH:11]=[CH:12][C:13]([O:16][CH2:17][CH2:18][O:19][CH3:20])=[CH:14][CH:15]=2)[C:5]([C:21]#[N:22])=[C:4]([SH:23]([C:31]2[N:32]=[C:33]([C:36]3[CH:40]=[CH:39][S:38][CH:37]=3)[S:34][CH:35]=2)[CH3:24])[N:3]=1 |f:1.2|. Procedure: 100 mg (0.31 mmol) of 2-amino-4-[4-(2-methoxyethoxy)phenyl]-6-sulphanyl-pyridine-3,5-dicarbonitrile are dissolved in 1 ml of DMF. 103 mg (1.23 mmol) of sodium bicarbonate and 96.4 mg (0.46 mmol) of 4-chloromethyl-2-(thiophen-3-yl)-1,3-thiazole are then added. The suspension is shaken at RT overnight, and water is added. The precipitate is filtered off with suction, washed with ethanol and diethyl ether and dried at 40° C. under reduced pressure. This gives 141 mg (82% of theory) of product. Starting materials: CC(C(C1=CC=CC=C1)O)NC (1-ephedrine), FC=1C=CC2=C(C=CC3=C(S2=O)C=C(C=C3)C(=O)O)C1 (Racemic 8-fluorodibenzo[b,f]thiepin-3-carboxylic acid-5-oxide). The solvent is C(C)O (ethanol). Run at time 8 hour. The product is C[C@@H]([C@@H](C=1C=CC=CC1)O)NC (Ephedrine). Reaction SMILES: [CH3:1][CH:2]([NH:11][CH3:12])[CH:3]([OH:10])[C:4]1[CH:9]=[CH:8][CH:7]=[CH:6][CH:5]=1.FC1C=CC2S(=O)C3C=C(C(O)=O)C=CC=3C=CC=2C=1>C(O)C>[CH3:1][C@H:2]([NH:11][CH3:12])[C@H:3]([OH:10])[C:4]1[CH:9]=[CH:8][CH:7]=[CH:6][CH:5]=1. Reported procedure: In a 5 liter flask containing ethanol (3.4 liters) is introduced 1-ephedrine (143.2 g.; 0.868 mole). Racemic 8-fluorodibenzo[b,f]thiepin-3-carboxylic acid-5-oxide (250 g.; 0.868 mole) is added rapidly to this solution and brought to reflux. After the addition, the reflux is continued until complete solution is obtained. The resulting solution is then left at room temperature overnight. The crystals are filtered, washed with a small volume of ethanol and air dried to yield the ephedrine salt of t...